This data is from the Open Reaction Database (ORD), a public repository of structured organic reaction records. The task is: describe an organic reaction: reactants, conditions, products, and yield The reactants are C(CC=C)OC1=CC=C(C=C1)C1=CC=C(C=C1)C#N (4′-But-3-enyloxy-biphenyl-4-carbonitrile), C1(=CC=CC=C1)C (toluene), C[SiH](O[SiH](C)C)C (1,1,3,3-Tetramethyl-disiloxane). Run at time 20 hour. Yields the product C[Si](O[SiH](C)C)(C)CCCCCOC1=CC=C(C=C1)C1=CC=C(C=C1)C#N (4′-[5-(1,1,3,3-Tetramethyl-disiloxanyl)-pentyloxy]-biphenyl-4-carbonitrile). Isolated yield 84.0%. As a reaction SMILES: [CH2:1]([O:5][C:6]1[CH:11]=[CH:10][C:9]([C:12]2[CH:17]=[CH:16][C:15]([C:18]#[N:19])=[CH:14][CH:13]=2)=[CH:8][CH:7]=1)[CH2:2][CH:3]=[CH2:4].[CH3:20][SiH:21]([CH3:26])[O:22][SiH:23]([CH3:25])[CH3:24].[C:27]1(C)C=CC=CC=1>>[CH3:20][Si:21]([CH2:27][CH2:4][CH2:3][CH2:2][CH2:1][O:5][C:6]1[CH:11]=[CH:10][C:9]([C:12]2[CH:13]=[CH:14][C:15]([C:18]#[N:19])=[CH:16][CH:17]=2)=[CH:8][CH:7]=1)([CH3:26])[O:22][SiH:23]([CH3:25])[CH3:24]. Reported procedure: 8.12 g (0.032 mol) of 4′-But-3-enyloxy-biphenyl-4-carbonitrile is dissolved in 80 mL of dry toluene and 21.50 g (0.16 mol) of 1,1,3,3-Tetramethyl-disiloxane is added. Dry air bubbled through the solution for 2 min and few drops of platinium(0)-1,3-divinyl-1,1,3,3-tetramethyldisiloxane complex in xylene are added. After stirring at room temperature for 20 h with exclusion of moisture, the solvent and excess of 1,1,3,3-Tetramethyl-disiloxane are distilled off under reduced pressure. The residue pu... Reactants: C(C)SC1=NN=C2CC3=C(C=CN21)C=CC=C3 (3-ethylthio-11H-s-triazolo[3,4-b][3]benzazepine), ClC1=CC(=CC=C1)C(=O)OO (m-chloroperbenzoic acid). The product is C(C)S(=O)C1=NN=C2CC3=C(C=CN21)C=CC=C3 (3-ethylsulfinyl-11H-s-triazolo[3,4-b][3]benzazepine). As a reaction SMILES: [CH2:1]([S:3][C:4]1[N:13]2[C:7]([CH2:8][C:9]3[CH:17]=[CH:16][CH:15]=[CH:14][C:10]=3[CH:11]=[CH:12]2)=[N:6][N:5]=1)[CH3:2].ClC1C=CC=C(C(OO)=[O:26])C=1>>[CH2:1]([S:3]([C:4]1[N:13]2[C:7]([CH2:8][C:9]3[CH:17]=[CH:16][CH:15]=[CH:14][C:10]=3[CH:11]=[CH:12]2)=[N:6][N:5]=1)=[O:26])[CH3:2]. Procedure details: By a procedure similar to that described in Example 17, 3-ethylthio-11H-s-triazolo[3,4-b][3]benzazepine was reacted with m-chloroperbenzoic acid to obtain 3-ethylsulfinyl-11H-s-triazolo[3,4-b][3]benzazepine. Colorless needles (as recrystallized from ethyl acetate), m.p. 98°-99° C. Reactants: FC(C(=O)O)(F)F (Trifluoroacetic acid), ClC1=C(OC2=C(C=C(C=C2)C2=CC=C(C=C2)C(F)(F)F)C2=CC=NN2C2CN(C2)C(=O)OC(C)(C)C)C=C(C(=C1)S(=O)(=O)N(C=1SC=NN1)CC1=C(C=C(C=C1)OC)OC)F (tert-butyl 3-{5-[4-(2-chloro-4-{[(2,4-dimethoxybenzyl)(1,3,4-thiadiazol-2-yl)amino]sulfonyl}-5-fluorophenoxy)-4′-(trifluoromethyl)biphenyl-3-yl]-1H-pyrazol-1-yl}azetidine-1-carboxylate). The solvent is ClCCl (dichloromethane). Reaction conditions: temperature 40 celsius. The product is N1CC(C1)N1N=CC=C1C=1C=C(C=CC1OC1=CC(=C(C=C1Cl)S(=O)(=O)NC=1SC=NN1)F)C1=CC=C(C=C1)C(F)(F)F (4-{[3-(1-Azetidin-3-yl-1H-pyrazol-5-yl)-4′-(trifluoromethyl)biphenyl-4-yl]oxy}-5-chloro-2-fluoro-N-1,3,4-thiadiazol-2-ylbenzenesulfonamide). The yield is 127.3%. RXN SMILES: FC(F)(F)C(O)=O.[Cl:8][C:9]1[CH:47]=[C:46]([S:48]([N:51](CC2C=CC(OC)=CC=2OC)[C:52]2[S:53][CH:54]=[N:55][N:56]=2)(=[O:50])=[O:49])[C:45]([F:68])=[CH:44][C:10]=1[O:11][C:12]1[CH:17]=[CH:16][C:15]([C:18]2[CH:23]=[CH:22][C:21]([C:24]([F:27])([F:26])[F:25])=[CH:20][CH:19]=2)=[CH:14][C:13]=1[C:28]1[N:32]([CH:33]2[CH2:36][N:35](C(OC(C)(C)C)=O)[CH2:34]2)[N:31]=[CH:30][CH:29]=1>ClCCl>[NH:35]1[CH2:34][CH:33]([N:32]2[C:28]([C:13]3[CH:14]=[C:15]([C:18]4[CH:19]=[CH:20][C:21]([C:24]([F:26])([F:27])[F:25])=[CH:22][CH:23]=4)[CH:16]=[CH:17][C:12]=3[O:11][C:10]3[C:9]([Cl:8])=[CH:47][C:46]([S:48]([NH:51][C:52]4[S:53][CH:54]=[N:55][N:56]=4)(=[O:50])=[O:49])=[C:45]([F:68])[CH:44]=3)=[CH:29][CH:30]=[N:31]2)[CH2:36]1. Procedure: Trifluoroacetic acid (0.50 mL, 6.53 mmol) was added to a solution of tert-butyl 3-{5-[4-(2-chloro-4-{[(2,4-dimethoxybenzyl)(1,3,4-thiadiazol-2-yl)amino]sulfonyl}-5-fluorophenoxy)-4′-(trifluoromethyl)biphenyl-3-yl]-1H-pyrazol-1-yl}azetidine-1-carboxylate (Preparation 40, 419 mg, 0.465 mmol) in dichloromethane (20 mL). The mixture was then heated to 40° C. for 18 hours under an atmosphere of nitrogen. The reaction was then cooled to room temperature and concentrated in vacuo to afford a brown resi...